From a dataset of the Open Reaction Database (ORD), a public repository of structured organic reaction records. describe an organic reaction: reactants, conditions, products, and yield Reactants: C(C)OC1=NC=NC(=C1CO)C(F)(F)F ((4-ethoxy-6-trifluoromethylpyrimidin-5-yl)-methanol), O (water), P(Br)(Br)Br (phosphorus tribromide). Procedure details: A solution of 3.77 g (17.0 mmoles) of (4-ethoxy-6-trifluoromethylpyrimidin-5-yl)-methanol dissolved in 50 ml of ether was cooled to 0° C. Thereto was added 2.0 g (7.2 mmoles) of phosphorus tribromide. The mixture was stirred at room temperature for 1 hour. The resulting salt was dissolved in methanol and the solution was stirred for 1 hour to give rise to a reaction. The reaction mixture was poured into water and extraction with ether was conducted. The resulting organic layer was washed with an... Yields the product crude product, BrCC=1C(=NC=NC1C(F)(F)F)OCC (5-bromomethyl-4-ethoxy-6-trifluoromethylpyrimidine). The solvent is CCOCC (ether), CCOCC (ether), CO (methanol). Reaction conditions: temperature 0 celsius, time 1 hour. As a reaction SMILES: [CH2:1]([O:3][C:4]1[C:9]([CH2:10]O)=[C:8]([C:12]([F:15])([F:14])[F:13])[N:7]=[CH:6][N:5]=1)[CH3:2].P(Br)(Br)[Br:17].O>CCOCC.CO>[Br:17][CH2:10][C:9]1[C:4]([O:3][CH2:1][CH3:2])=[N:5][CH:6]=[N:7][C:8]=1[C:12]([F:15])([F:14])[F:13]. The reactants are C1(=CC=C(C=C1)C[C@H](C[C@H](C(=O)O)C)NC(=O)OC(C)(C)C)C1=CC=CC=C1 ((2R,4S)-5-biphenyl-4-yl-4-tert-butoxycarbonylamino-2-methylpentanoic acid), C(C)O (ethanol), S(=O)(Br)Br (thionyl bromide). Run at temperature 65 celsius, time 1 hour. RXN SMILES: [C:1]1([C:23]2[CH:28]=[CH:27][CH:26]=[CH:25][CH:24]=2)[CH:6]=[CH:5][C:4]([CH2:7][C@@H:8]([NH:15][C:16]([O:18][C:19]([CH3:22])([CH3:21])[CH3:20])=[O:17])[CH2:9][C@@H:10]([CH3:14])[C:11]([OH:13])=[O:12])=[CH:3][CH:2]=1.S(Br)([Br:31])=O.[CH2:33](O)[CH3:34]>>[BrH:31].[CH2:33]([O:13][C:11](=[O:12])[C@H:10]([CH3:14])[CH2:9][C@H:8]([NH2:15])[CH2:7][C:4]1[CH:5]=[CH:6][C:1]([C:23]2[CH:24]=[CH:25][CH:26]=[CH:27][CH:28]=2)=[CH:2][CH:3]=1)[CH3:34].[C:1]1([C:23]2[CH:24]=[CH:25][CH:26]=[CH:27][CH:28]=2)[CH:2]=[CH:3][C:4]([CH2:7][C@@H:8]([NH:15][C:16]([O:18][C:19]([CH3:22])([CH3:20])[CH3:21])=[O:17])[CH2:9][C@@H:10]([CH3:14])[C:11]([OH:13])=[O:12])=[CH:5][CH:6]=1 |f:3.4|. Yields the product Br.C(C)OC([C@@H](C[C@@H](CC1=CC=C(C=C1)C1=CC=CC=C1)N)C)=O ((2R,4S)-4-amino-5-biphenyl-4-yl-2-methylpentanoic acid ethyl ester hydrobromide), C1(=CC=C(C=C1)C[C@H](C[C@H](C(=O)O)C)NC(=O)OC(C)(C)C)C1=CC=CC=C1 ((2R,4S)-5-biphenyl-4-yl-4-tert-butoxycarbonylamino-2-methylpentanoic acid). Reported procedure: 10 g (2R,4S)-5-biphenyl-4-yl-4-tert-butoxycarbonylamino-2-methylpentanoic acid (3-a, R1=BOC, R2=R3=H) are added to ethanol (100 ml). The mixture is heated to 65° C. 3 ml of thionyl bromide is then added over 0.5 hour. The mixture is then stirred for a further 1 hour. The ethanol is removed and heptane added. Further azeotropic distillations are performed using heptane to remove any residual ethanol. The solvent is removed in vacuo to afford (2R,4S)-4-amino-5-biphenyl-4-yl-2-methylpentanoic acid ... Reactants: CO, CN1c2sc(C#CCOC3CCCCO3)cc2C(O)=C(C(=O)NCc2ccc(Cl)cc2)S1(=O)=O, O, Cc1ccc(S(=O)(=O)O)cc1. The product is CN1c2sc(C#CCO)cc2C(O)=C(C(=O)NCc2ccc(Cl)cc2)S1(=O)=O. As a reaction SMILES: [CH3:47][OH:48].[Cl:1][c:2]1[cH:3][cH:4][c:5]([CH2:6][NH:7][C:8](=[O:9])[C:10]2=[C:11]([OH:32])[c:12]3[c:13]([s:19][c:20]([C:22]#[C:23][CH2:24][O:25][CH:26]4[CH2:27][CH2:28][CH2:29][CH2:30][O:31]4)[cH:21]3)[N:14]([CH3:18])[S:15]2(=[O:16])=[O:17])[cH:33][cH:34]1.[OH2:35].[c:36]1([CH3:37])[cH:38][cH:39][c:40]([S:41]([OH:42])(=[O:43])=[O:44])[cH:45][cH:46]1>>[Cl:1][c:2]1[cH:3][cH:4][c:5]([CH2:6][NH:7][C:8](=[O:9])[C:10]2=[C:11]([OH:32])[c:12]3[c:13]([s:19][c:20]([C:22]#[C:23][CH2:24][OH:25])[cH:21]3)[N:14]([CH3:18])[S:15]2(=[O:16])=[O:17])[cH:33][cH:34]1. The reactants are C(C1=CC=CC=C1)ON1[C@@H]2CC[C@H](N(C1=O)C2)C(=O)O ((2S,5R)-6-(benzyloxy)-7-oxo-1,6-diazabicyclo[3.2.1]octane-2-carboxylic acid), N(N)C(=O)C1CN(C1)C(=O)OC(C)(C)C (tert-butyl 3-(hydrazinylcarbonyl)azetidine-1-carboxylate), ON1N=NC2=C1C=CC=C2 (1-hydroxybenzotriazole), Cl.C(C)N=C=NCCCN(C)C (1-ethyl-(3-dimethylaminopropyl)carbodiimide hydrochloride). The reagents and catalysts are CN(C1=CC=NC=C1)C (4-(dimethylamino)pyridine). Run in C(Cl)Cl (DCM). Run at time 8 hour. Yields the product C(C1=CC=CC=C1)ON1[C@H]2CC[C@@H](N(C1=O)C2)C(=O)NNC(=O)C2CN(C2)C(=O)OC(C)(C)C (tert-butyl 3-[(2-{[(2R,5S)-6-(benzyloxy)-7-oxo-1,6-diazabicyclo[3.2.1]oct-2-yl]carbonyl}hydrazinyl)carbonyl]azetidine-1-carboxylate). The yield is 82.1%. RXN SMILES: [CH2:1]([O:8][N:9]1[C:15](=[O:16])[N:14]2[CH2:17][C@H:10]1[CH2:11][CH2:12][C@H:13]2[C:18]([OH:20])=O)[C:2]1[CH:7]=[CH:6][CH:5]=[CH:4][CH:3]=1.[NH:21]([C:23]([CH:25]1[CH2:28][N:27]([C:29]([O:31][C:32]([CH3:35])([CH3:34])[CH3:33])=[O:30])[CH2:26]1)=[O:24])[NH2:22].ON1C2C=CC=CC=2N=N1.Cl.C(N=C=NCCCN(C)C)C>C(Cl)Cl.CN(C)C1C=CN=CC=1>[CH2:1]([O:8][N:9]1[C:15](=[O:16])[N:14]2[CH2:17][C@@H:10]1[CH2:11][CH2:12][C@@H:13]2[C:18]([NH:22][NH:21][C:23]([CH:25]1[CH2:28][N:27]([C:29]([O:31][C:32]([CH3:35])([CH3:34])[CH3:33])=[O:30])[CH2:26]1)=[O:24])=[O:20])[C:2]1[CH:3]=[CH:4][CH:5]=[CH:6][CH:7]=1 |f:3.4|. Procedure details: To a solution of (2S,5R)-6-(benzyloxy)-7-oxo-1,6-diazabicyclo[3.2.1]octane-2-carboxylic acid 1 (0.25 g, 0.90 mmol) in dry DCM (30 mL) were added tert-butyl 3-(hydrazinylcarbonyl)azetidine-1-carboxylate 259 (0.29 g, 1.35 mmol), 1-hydroxybenzotriazole (0.19 g, 1.35 mmol), 1-ethyl-(3-dimethylaminopropyl)carbodiimide hydrochloride (0.26 g, 1.35 mmol) and 4-(dimethylamino)pyridine (0.16 g, 1.35 mmol) at room temperature. The reaction mixture was stirred at room temperature overnight and concentrated ...